This data is from the Open Reaction Database (ORD), a public repository of structured organic reaction records. The task is: describe an organic reaction: reactants, conditions, products, and yield Product: COc1cc(C=Cc2nc3n(n2)CCCC3(N=[N+]=[N-])c2ccc(F)cc2)ccc1-n1cnc(C)c1. RXN SMILES: [C:44](=[O:45])([OH:46])[O-:47].[CH3:1][S:2](=[O:3])(=[O:4])[OH:5].[CH3:56][CH2:57][O:58][C:59](=[O:60])[CH3:61].[F:49][C:50]([F:51])([F:52])[C:53]([OH:54])=[O:55].[F:6][c:7]1[cH:8][cH:9][c:10]([C:13]2([OH:38])[c:14]3[n:15]([n:19][c:20]([CH:22]=[CH:23][c:24]4[cH:25][c:26]([O:36][CH3:37])[c:27](-[n:30]5[cH:31][n:32][c:33]([CH3:35])[cH:34]5)[cH:28][cH:29]4)[n:21]3)[CH2:16][CH2:17][CH2:18]2)[cH:11][cH:12]1.[N-:40]=[N+:41]=[N-:42].[Na+:39].[Na+:48].[OH2:43]>>[F:6][c:7]1[cH:8][cH:9][c:10]([C:13]2([N:40]=[N+:41]=[N-:42])[c:14]3[n:15]([n:19][c:20]([CH:22]=[CH:23][c:24]4[cH:25][c:26]([O:36][CH3:37])[c:27](-[n:30]5[cH:31][n:32][c:33]([CH3:35])[cH:34]5)[cH:28][cH:29]4)[n:21]3)[CH2:16][CH2:17][CH2:18]2)[cH:11][cH:12]1. Reactants: O=C([O-])O, CS(=O)(=O)O, CCOC(C)=O, O=C(O)C(F)(F)F, COc1cc(C=Cc2nc3n(n2)CCCC3(O)c2ccc(F)cc2)ccc1-n1cnc(C)c1, [N-]=[N+]=[N-], [Na+], [Na+], O. The reactants are O=C1NC(Cc2ccccc2)CO1, C1CCOC1, [Li]CCCC, CCCCCC, O=C(Cl)CCc1ccc(-c2ccccc2)cc1. The product is O=C(CCc1ccc(-c2ccccc2)cc1)N1C(=O)OCC1Cc1ccccc1. As a reaction SMILES: [CH2:12]([c:13]1[cH:14][cH:15][cH:16][cH:17][cH:18]1)[CH:19]1[NH:20][C:21](=[O:24])[O:22][CH2:23]1.[CH2:42]1[O:43][CH2:44][CH2:45][CH2:46]1.[CH3:1][CH2:2][CH2:3][CH2:4][Li:5].[CH3:6][CH2:7][CH2:8][CH2:9][CH2:10][CH3:11].[c:25]1(-[c:36]2[cH:37][cH:38][cH:39][cH:40][cH:41]2)[cH:26][cH:27][c:28]([CH2:31][CH2:32][C:33](=[O:34])[Cl:35])[cH:29][cH:30]1>>[CH2:12]([c:13]1[cH:14][cH:15][cH:16][cH:17][cH:18]1)[CH:19]1[N:20]([C:33]([CH2:32][CH2:31][c:28]2[cH:27][cH:26][c:25](-[c:36]3[cH:37][cH:38][cH:39][cH:40][cH:41]3)[cH:30][cH:29]2)=[O:34])[C:21](=[O:24])[O:22][CH2:23]1.